From a dataset of the Open Reaction Database (ORD), a public repository of structured organic reaction records. describe an organic reaction: reactants, conditions, products, and yield The product is CCCC(=O)C(=CNc1ccccc1C(=O)OC)C(=O)OCC. The reactants are COC(=O)c1ccccc1N, CCCC(=O)C(=COCC)C(=O)OCC. Reaction SMILES: [C:16]([c:17]1[c:18]([NH2:19])[cH:20][cH:21][cH:22][cH:23]1)(=[O:24])[O:25][CH3:26].[C:1]([CH2:2][CH2:3][CH3:4])(=[O:5])[C:6]([C:7](=[O:8])[O:9][CH2:10][CH3:11])=[CH:12][O:13][CH2:14][CH3:15]>>[C:1]([CH2:2][CH2:3][CH3:4])(=[O:5])[C:6]([C:7](=[O:8])[O:9][CH2:10][CH3:11])=[CH:12][NH:19][c:18]1[c:17]([C:16](=[O:24])[O:25][CH3:26])[cH:23][cH:22][cH:21][cH:20]1. RXN SMILES: [CH3:24][CH2:25][CH2:26][CH2:27][CH2:28][CH3:29].[CH3:37][N:38]([CH3:39])[CH:40]=[O:41].[Cl:30][CH2:31][CH2:32][O:33][CH2:34][CH2:35][Cl:36].[H-:22].[NH2:1][c:2]1[c:3](-[c:15]2[c:16]([CH3:21])[cH:17][cH:18][cH:19][cH:20]2)[n:4][c:5]2[n:6]1[cH:7][cH:8][c:9]1[cH:10][cH:11][cH:12][cH:13][c:14]21.[Na+:23].[OH2:42]>>[N:1]1([c:2]2[c:3](-[c:15]3[c:16]([CH3:21])[cH:17][cH:18][cH:19][cH:20]3)[n:4][c:5]3[n:6]2[cH:7][cH:8][c:9]2[cH:10][cH:11][cH:12][cH:13][c:14]32)[CH2:31][CH2:32][O:33][CH2:34][CH2:35]1. Starting materials: CCCCCC, CN(C)C=O, ClCCOCCCl, [H-], Cc1ccccc1-c1nc2c3ccccc3ccn2c1N, [Na+], O. The product is Cc1ccccc1-c1nc2c3ccccc3ccn2c1N1CCOCC1. Starting materials: FC=1C=C(OC2CCN(CC2)CCCN)C=CC1F (3-[4-(3,4-difluorophenoxy)-1-piperidinyl]propylamine), N1=C(C=CC=C1)C1=CC=C(S1)S(=O)(=O)Cl (5-Pyridin-2-yl-thiophene-2-sulfonyl chloride). Solvent: N1=CC=CC=C1 (pyridine), C(Cl)Cl (CH2Cl2). Run at time 1 hour. Product: FC=1C=C(OC2CCN(CC2)CCCNS(=O)(=O)C=2SC(=CC2)C2=NC=CC=C2)C=CC1F (N-{3-[4-(3,4-difluorophenoxy)-1-piperidinyl]propyl}-5-(2-pyridinyl)-2-thiophenesulfonamide). Yield: 21.9%. As a reaction SMILES: [F:1][C:2]1[CH:3]=[C:4]([CH:16]=[CH:17][C:18]=1[F:19])[O:5][CH:6]1[CH2:11][CH2:10][N:9]([CH2:12][CH2:13][CH2:14][NH2:15])[CH2:8][CH2:7]1.[N:20]1[CH:25]=[CH:24][CH:23]=[CH:22][C:21]=1[C:26]1[S:30][C:29]([S:31](Cl)(=[O:33])=[O:32])=[CH:28][CH:27]=1>N1C=CC=CC=1.C(Cl)Cl>[F:1][C:2]1[CH:3]=[C:4]([CH:16]=[CH:17][C:18]=1[F:19])[O:5][CH:6]1[CH2:7][CH2:8][N:9]([CH2:12][CH2:13][CH2:14][NH:15][S:31]([C:29]2[S:30][C:26]([C:21]3[CH:22]=[CH:23][CH:24]=[CH:25][N:20]=3)=[CH:27][CH:28]=2)(=[O:32])=[O:33])[CH2:10][CH2:11]1. Procedure details: The product of Example 3, Step (d) (0.3 g) was dissolved in pyridine (1 ml) and CH2Cl2 (4 ml). 5-Pyridin-2-yl-thiophene-2-sulfonyl chloride (0.317 g) [dissolved in CH2Cl2 (4 ml)] was then added and the reaction left to stir for 1 hr. The reaction mixture was poured onto flash silica and the silica flushed with 5% MeOH/94% CH2Cl2/1% aq NH3 as eluent. Evaporation of solvent and purification using reverse phase HPLC {with a gradient eluent system [25% MeCN/NH4OAcaq (0.1%) to 95% MeCN//NH4OAcaq (0.1... Procedure: 1-(Piperidin-4-yl)-7-{[2-(trimethylsilyl)ethoxy]methyl}-1H-pyrrolo[3′,2′:5,6]pyrido[4,3-d]pyrimidine-2,4(3H,7H)-dione hydrochloride (50 mg, 0.111 mmol) and 4-cyanobenzaldehyde (29 mg, 0.22 mmol) in a mixture of methanol (2 ml) and acetic acid (0.2 mL) were stirred with 2-picoline borane (50 mg, 0.47 mmol) at room temperature for 2 days. After addition of 1 M aqueous sodium hydroxide, the reaction mixture was extracted with a mixture of ethyl acetate and 2-propanol, and the organic layer was drie... Reaction SMILES: Cl.[NH:2]1[CH2:7][CH2:6][CH:5]([N:8]2[C:13]3[C:14]4[CH:20]=[CH:19][N:18]([CH2:21][O:22][CH2:23][CH2:24][Si:25]([CH3:28])([CH3:27])[CH3:26])[C:15]=4[N:16]=[CH:17][C:12]=3[C:11](=[O:29])[NH:10][C:9]2=[O:30])[CH2:4][CH2:3]1.[C:31]([C:33]1[CH:40]=[CH:39][C:36]([CH:37]=O)=[CH:35][CH:34]=1)#[N:32].B.N1C=CC=CC=1C.[OH-].[Na+]>CO.C(O)(=O)C>[O:30]=[C:9]1[N:8]([CH:5]2[CH2:4][CH2:3][N:2]([CH2:37][C:36]3[CH:39]=[CH:40][C:33]([C:31]#[N:32])=[CH:34][CH:35]=3)[CH2:7][CH2:6]2)[C:13]2[C:14]3[CH:20]=[CH:19][N:18]([CH2:21][O:22][CH2:23][CH2:24][Si:25]([CH3:27])([CH3:26])[CH3:28])[C:15]=3[N:16]=[CH:17][C:12]=2[C:11](=[O:29])[NH:10]1 |f:0.1,3.4,5.6|. The reactants are Cl.N1CCC(CC1)N1C(NC(C2=C1C1=C(N=C2)N(C=C1)COCC[Si](C)(C)C)=O)=O (1-(Piperidin-4-yl)-7-{[2-(trimethylsilyl)ethoxy]methyl}-1H-pyrrolo[3′,2′:5,6]pyrido[4,3-d]pyrimidine-2,4(3H,7H)-dione hydrochloride), C(#N)C1=CC=C(C=O)C=C1 (4-cyanobenzaldehyde), [OH-].[Na+] (sodium hydroxide), B.N1=C(C=CC=C1)C (2-picoline borane). Run in CO (methanol), C(C)(=O)O (acetic acid). Yields the product O=C1NC(C2=C(N1C1CCN(CC1)CC1=CC=C(C#N)C=C1)C1=C(N=C2)N(C=C1)COCC[Si](C)(C)C)=O (4-{[4-(2,4-Dioxo-7-{[2-(trimethylsilyl)ethoxy]methyl}-2,3,4,7-tetrahydro-1H-pyrrolo[3′,2′:5,6]pyrido[4,3-d]pyrimidin-1-yl)piperidin-1-yl]methyl}benzonitrile). The yield is 39.7%. Starting materials: C(C1=CC=CC=C1)(=O)C(C(=O)OCC)CCC(C1=CC=CC=C1)=O (Ethyl 2-benzoyl-5-oxo-5-phenylvalerate), C(C)(=O)[O-].[NH4+] (ammonium acetate), ferric chloride hexahydrate. The solvent is C(C)(=O)O (acetic acid). Product: C1(=CC=CC=C1)C1=NC(=CC=C1C(=O)OCC)C1=CC=CC=C1 (Ethyl 2,6-diphenyl-3-pyridinecarboxylate). Isolated yield 92.1%. Reaction SMILES: [C:1]([CH:9]([CH2:15][CH2:16][C:17](=O)[C:18]1[CH:23]=[CH:22][CH:21]=[CH:20][CH:19]=1)[C:10]([O:12][CH2:13][CH3:14])=[O:11])(=O)[C:2]1[CH:7]=[CH:6][CH:5]=[CH:4][CH:3]=1.C([O-])(=O)C.[NH4+:29]>C(O)(=O)C>[C:2]1([C:1]2[C:9]([C:10]([O:12][CH2:13][CH3:14])=[O:11])=[CH:15][CH:16]=[C:17]([C:18]3[CH:23]=[CH:22][CH:21]=[CH:20][CH:19]=3)[N:29]=2)[CH:7]=[CH:6][CH:5]=[CH:4][CH:3]=1 |f:1.2|. Procedure details: A mixture of 2.30 g of compound G, 8.20 g of ammonium acetate and 8.43 g of ferric chloride hexahydrate in 50 cc of acetic acid was heated under reflux for 7 hours. After cooling, the insoluble materials were removed by filtration through Celite and the filtrate was distilled to remove the solvent. The residue was adjusted to pH 8 with an aqueous sodium bicarbonate solution, and extracted three times with ethyl acetate. The combined organic layer was washed with a saturated aqueous sodium chlori... The reactants are C1CCOC1, COC(=O)C(C)(C)Cc1c(SC(C)(C)C)c2cc(OC)ccc2n1Cc1ccc(Cl)cc1, CO, [Li+], [OH-]. Yields the product COc1ccc2c(c1)c(SC(C)(C)C)c(CC(C)(C)C(=O)O)n2Cc1ccc(Cl)cc1. RXN SMILES: [CH2:33]1[O:34][CH2:35][CH2:36][CH2:37]1.[CH3:1][O:2][C:3]([C:4]([CH2:5][c:6]1[n:7]([CH2:22][c:23]2[cH:24][cH:25][c:26]([Cl:29])[cH:27][cH:28]2)[c:8]2[cH:9][cH:10][c:11]([O:20][CH3:21])[cH:12][c:13]2[c:14]1[S:15][C:16]([CH3:17])([CH3:18])[CH3:19])([CH3:30])[CH3:31])=[O:32].[CH3:40][OH:41].[Li+:39].[OH-:38]>>[O:2]=[C:3]([C:4]([CH2:5][c:6]1[n:7]([CH2:22][c:23]2[cH:24][cH:25][c:26]([Cl:29])[cH:27][cH:28]2)[c:8]2[cH:9][cH:10][c:11]([O:20][CH3:21])[cH:12][c:13]2[c:14]1[S:15][C:16]([CH3:17])([CH3:18])[CH3:19])([CH3:30])[CH3:31])[OH:32]. Starting materials: CCO, CCC(C(=O)O)c1ccc([N+](=O)[O-])cc1. The product is CCC(C(=O)O)c1ccc(N)cc1. RXN SMILES: [CH3:16][CH2:17][OH:18].[N+:1]([O-:2])(=[O:3])[c:4]1[cH:5][cH:6][c:7]([CH:10]([C:11](=[O:12])[OH:13])[CH2:14][CH3:15])[cH:8][cH:9]1>>[NH2:1][c:4]1[cH:5][cH:6][c:7]([CH:10]([C:11](=[O:12])[OH:13])[CH2:14][CH3:15])[cH:8][cH:9]1.